From a dataset of the Open Reaction Database (ORD), a public repository of structured organic reaction records. describe an organic reaction: reactants, conditions, products, and yield Reactants: BrC1=CSC=C1C=1C(=NC=CC1)NCC (3-bromo-4-(2-ethylaminopyridin-3-yl)thiophene), ClC1=NC(=CC=C1[Sn](CCCC)(CCCC)CCCC)Cl (2, 6-dichloro-3-tributylstannylpyridine), C1(=CC=CC=C1)[As](C1=CC=CC=C1)C1=CC=CC=C1 (triphenylarsine), trisdibenzylideneacetone dipalladium, [F-].C(CCC)[N+](CCCC)(CCCC)CCCC (Tetrabutylammonium fluoride). Solvent: CN1C(CCC1)=O (N-methylpyrrolidinone), C(C)(=O)OCC (ethyl acetate). Run at temperature 100 celsius, time 2 hour. Product: ClC1=NC(=CC=C1C1=CSC=C1C=1C(=NC=CC1)NCC)Cl (3-(2,6-dichloropyridin-3-yl)-4-(2-ethylaminopyridin-3-yl)thiophene). Isolated yield 6.3%. Reaction SMILES: Br[C:2]1[C:6]([C:7]2[C:8]([NH:13][CH2:14][CH3:15])=[N:9][CH:10]=[CH:11][CH:12]=2)=[CH:5][S:4][CH:3]=1.[Cl:16][C:17]1[C:22]([Sn](CCCC)(CCCC)CCCC)=[CH:21][CH:20]=[C:19]([Cl:36])[N:18]=1.C1([As](C2C=CC=CC=2)C2C=CC=CC=2)C=CC=CC=1.[F-].C([N+](CCCC)(CCCC)CCCC)CCC>CN1CCCC1=O.C(OCC)(=O)C>[Cl:16][C:17]1[C:22]([C:2]2[C:6]([C:7]3[C:8]([NH:13][CH2:14][CH3:15])=[N:9][CH:10]=[CH:11][CH:12]=3)=[CH:5][S:4][CH:3]=2)=[CH:21][CH:20]=[C:19]([Cl:36])[N:18]=1 |f:3.4|. Reported procedure: A mixture of 3-bromo-4-(2-ethylaminopyridin-3-yl)thiophene [synthesis described above] (0.757 g), 2, 6-dichloro-3-tributylstannylpyridine (1.331 g), triphenylarsine (0.261 g), and trisdibenzylideneacetone dipalladium (0.092 g) in N-methylpyrrolidinone (3 mL) was heated at 100° C. for 48 hours. Tetrabutylammonium fluoride (1M in tetrahydrofuran, 3 mL) was added . After 2 hours, the mixture was diluted with ethyl acetate, washed with water, dried, filtered and evaporated. The residue was fractiona... Procedure details: An acidic solution (e.g., HCl:water, 30:70) is added to compound (1a) dissolved in a solvent such as methanol. The mixture is refluxed until completion (˜12-36 hours), then concentrated under reduced pressure or in vacuo to afford compound (1b) as a solid. The recovered material may be used without further processing. Alternately, the solid may be dissolved in ethyl acetate, washed with saturated NaHCO3, dried over MgSO4 and concentrated. Acidic solutions used include sulfuric acid and a hydroge... Yields the product N1=C(NC2=C1C=CC=C2)C(=O)O (Benzoimidazole Carboxylic Acid). The reactants are compound ( 1b ), COC(=O)C1=CC2=C(N=C(N2)CCC)C(=C1)C (7-methyl-2-propyl-3H-benzoimidazole-5-carboxylic acid methyl ester), C(C)(=O)OCC (ethyl acetate). As a reaction SMILES: COC([C:5]1[CH:16]=[C:15](C)[C:8]2[N:9]=C(CCC)[NH:11][C:7]=2[CH:6]=1)=O.[C:18]([O:21]CC)(=[O:20])[CH3:19]>>[N:9]1[C:8]2[CH:15]=[CH:16][CH:5]=[CH:6][C:7]=2[NH:11][C:19]=1[C:18]([OH:21])=[O:20]. Reactants: 1-sodium, [OH-].[Na+] (NaOH), [N+](=O)([O-])C1=NNC=C1C#N (3-nitro-4-pyrazolecarbonitrile), OO (H2O2). Solvent: CO (methanol). Conditions: temperature 45 celsius, time 4 hour. The product is [Na+].[N+](=O)([O-])C1=NNC=C1C(=O)[NH-] (3-nitro-4-pyrazolecarboxamide sodium salt). RXN SMILES: [N+:1]([C:4]1[C:8]([C:9]#[N:10])=[CH:7][NH:6][N:5]=1)([O-:3])=[O:2].[OH:11]O.[OH-].[Na+:14]>CO>[Na+:14].[N+:1]([C:4]1[C:8]([C:9]([NH-:10])=[O:11])=[CH:7][NH:6][N:5]=1)([O-:3])=[O:2] |f:2.3,5.6|. Procedure details: A solution was made of 8 gm. of 1-sodium salt of 3-nitro-4-pyrazolecarbonitrile in methanol, and 75 ml. of 15% H2O2 was added, followed by 5 ml. of 6 N NaOH. The reaction mixture was heated to 45° C., at which point external cooling was needed to maintain the mixture at 45°-50° C. After the exothermic reaction had subsided, the mixture was held at 45°-50° C. and stirred for 4 hours. Then the mixture was cooled and the methanol was evaporated under vacuum. The liquid remaining was cooled in an ic... Starting materials: O=C1COC2=C(N1)C=CC(=C2)NC(C(=O)O)=O (N-(3-oxo-3,4-dihydro-2H-benzo[1,4]oxazin-7-yl)-oxalamic acid), O(C1=CC=CC=C1)C1CCNCC1 (4-phenoxypiperidine). The solvent is C(C)OCC (diethylether). Yields the product O=C(C(=O)NC1=CC2=C(NC(CO2)=O)C=C1)N1CCC(CC1)OC1=CC=CC=C1 (2-Oxo-N-(3-oxo-3,4-dihydro-2H-benzo[1,4]oxazin-7-yl)-2-(4-phenoxy-piperidin-1-yl)-acetamide). As a reaction SMILES: [O:1]=[C:2]1[NH:7][C:6]2[CH:8]=[CH:9][C:10]([NH:12][C:13](=[O:17])[C:14]([OH:16])=O)=[CH:11][C:5]=2[O:4][CH2:3]1.[O:18]([CH:25]1[CH2:30][CH2:29][NH:28][CH2:27][CH2:26]1)[C:19]1[CH:24]=[CH:23][CH:22]=[CH:21][CH:20]=1>C(OCC)C>[O:16]=[C:14]([N:28]1[CH2:29][CH2:30][CH:25]([O:18][C:19]2[CH:24]=[CH:23][CH:22]=[CH:21][CH:20]=2)[CH2:26][CH2:27]1)[C:13]([NH:12][C:10]1[CH:9]=[CH:8][C:6]2[NH:7][C:2](=[O:1])[CH2:3][O:4][C:5]=2[CH:11]=1)=[O:17]. Procedure: The title compound is prepared from N-(3-oxo-3,4-dihydro-2H-benzo[1,4]oxazin-7-yl)-oxalamic acid (Example 53b) and 4-phenoxypiperidine according to the method described in Example 2. Melting Point: 196-199° C. (diethylether) The reactants are C(C)C=1C=C(C=C(C1O)C)C1=NN=C(S1)C1=CC(=C(S1)C=O)C (5-[5-(3-ethyl-4-hydroxy-5-methyl-phenyl)-[1,3,4]thiadiazol-2-yl]-3-methyl-thiophene-2-carbaldehyde), CNC (dimethylamine), solution. Run in C(C)O (ethanol). The product is CN(C)CC1=C(C=C(S1)C1=NN=C(S1)C1=CC(=C(C(=C1)C)O)CC)C (4-[5-(5-Dimethylaminomethyl-4-methyl-thiophen-2-yl)-[1,3,4]thiadiazol-2-yl]-2-ethyl-6-methyl-phenol). As a reaction SMILES: [CH2:1]([C:3]1[CH:4]=[C:5]([C:11]2[S:15][C:14]([C:16]3[S:20][C:19]([CH:21]=O)=[C:18]([CH3:23])[CH:17]=3)=[N:13][N:12]=2)[CH:6]=[C:7]([CH3:10])[C:8]=1[OH:9])[CH3:2].[CH3:24][NH:25][CH3:26]>C(O)C>[CH3:24][N:25]([CH2:21][C:19]1[S:20][C:16]([C:14]2[S:15][C:11]([C:5]3[CH:6]=[C:7]([CH3:10])[C:8]([OH:9])=[C:3]([CH2:1][CH3:2])[CH:4]=3)=[N:12][N:13]=2)=[CH:17][C:18]=1[CH3:23])[CH3:26]. Reported procedure: The title compound (13 mg) is prepared staring from 5-[5-(3-ethyl-4-hydroxy-5-methyl-phenyl)-[1,3,4]thiadiazol-2-yl]-3-methyl-thiophene-2-carbaldehyde (21 mg, 61 μmol) and dimethylamine (33 mg, 244 μmol, as a 33% solution in ethanol) according to Method C; LC-MS: tR=0.56 min; [M+1]+=374.07; 1H NMR (D6-DMSO): δ1.18 (t, J=7.3 Hz, 3H), 2.20 (s, 3H), 2.24 (s, 6H), 2.26 (s, 3H), 2.67 (q, J=7.3 Hz, 2H), 3.57 (s, 2H), 7.47 (s, 1H), 7.56 (s, 2H). Product: COC1=CC=C(C=C1)CCCC=C (5-(4-Methoxyphenyl)pent-1-ene). Starting materials: COC1=CC=C(CC[Mg]Br)C=C1 (4-methoxyphenethyl magnesium bromide), COC1=CC=C(CCBr)C=C1 (4-methoxyphenethyl bromide), [Mg] (magnesium). Reaction SMILES: [CH3:1][O:2][C:3]1[CH:12]=[CH:11][C:6]([CH2:7][CH2:8][Mg]Br)=[CH:5][CH:4]=1.CO[C:15]1[CH:23]=CC(CCBr)=C[CH:16]=1.[Mg]>>[CH3:1][O:2][C:3]1[CH:12]=[CH:11][C:6]([CH2:7][CH2:8][CH2:23][CH:15]=[CH2:16])=[CH:5][CH:4]=1. Procedure: This compound was prepared as in Example 35a using 4-methoxyphenethyl magnesium bromide prepared from 4-methoxyphenethyl bromide and magnesium turnings. The crude oil isolated after work-up was distilled to give the title compound (b.p. 65° C., 0.3 mm.Hg), as a colourless oil. The reactants are CN(C)C=O, CN1CCCC1=O, O=C(Cl)C(=O)Cl, N#CC1(c2cccc(C(=O)Nc3cccc(Oc4ccc5nc(N)cn5n4)c3)c2)CC1, C1CCOC1, O=C(O)c1ccncc1. The product is N#CC1(c2cccc(C(=O)Nc3cccc(Oc4ccc5nc(NC(=O)c6ccncc6)cn5n4)c3)c2)CC1. Reaction SMILES: [CH3:47][N:48]([CH3:49])[CH:50]=[O:51].[CH3:52][N:53]1[CH2:54][CH2:55][CH2:56][C:57]1=[O:58].[Cl:41][C:42]([C:43]([Cl:44])=[O:45])=[O:46].[NH2:1][c:2]1[n:3][c:4]2[n:5]([n:6][c:7]([O:10][c:11]3[cH:12][c:13]([NH:17][C:18]([c:19]4[cH:20][c:21]([C:25]5([C:28]#[N:29])[CH2:26][CH2:27]5)[cH:22][cH:23][cH:24]4)=[O:30])[cH:14][cH:15][cH:16]3)[cH:8][cH:9]2)[cH:31]1.[O:59]1[CH2:60][CH2:61][CH2:62][CH2:63]1.[OH:32][C:33](=[O:34])[c:35]1[cH:36][cH:37][n:38][cH:39][cH:40]1>>[NH:1]([c:2]1[n:3][c:4]2[n:5]([n:6][c:7]([O:10][c:11]3[cH:12][c:13]([NH:17][C:18]([c:19]4[cH:20][c:21]([C:25]5([C:28]#[N:29])[CH2:26][CH2:27]5)[cH:22][cH:23][cH:24]4)=[O:30])[cH:14][cH:15][cH:16]3)[cH:8][cH:9]2)[cH:31]1)[C:33](=[O:32])[c:35]1[cH:36][cH:37][n:38][cH:39][cH:40]1.